Task: describe an organic reaction: reactants, conditions, products, and yield. Dataset: the Open Reaction Database (ORD), a public repository of structured organic reaction records Starting materials: C(C)(=O)NC1=C(C=C(C=C1)C=CC=1N=C2N(C=CC(=C2)OC)C1C)[N+](=O)[O-] (2-[2-(4-acetamido-3-nitrophenyl)vinyl]-7-methoxy-3-methylimidazo[1,2-a]pyridine), Cl (hydrochloric acid). The solvent is C(C)O (ethanol). Product: NC1=C(C=C(C=C1)C=CC=1N=C2N(C=CC(=C2)OC)C1C)[N+](=O)[O-] (2-[2-(4-amino-3-nitrophenyl)vinyl]-7-methoxy-3-methylimidazo[1,2-a]pyridine). Yield: 105.0%. As a reaction SMILES: C([NH:4][C:5]1[CH:10]=[CH:9][C:8]([CH:11]=[CH:12][C:13]2[N:14]=[C:15]3[CH:20]=[C:19]([O:21][CH3:22])[CH:18]=[CH:17][N:16]3[C:23]=2[CH3:24])=[CH:7][C:6]=1[N+:25]([O-:27])=[O:26])(=O)C.Cl>C(O)C>[NH2:4][C:5]1[CH:10]=[CH:9][C:8]([CH:11]=[CH:12][C:13]2[N:14]=[C:15]3[CH:20]=[C:19]([O:21][CH3:22])[CH:18]=[CH:17][N:16]3[C:23]=2[CH3:24])=[CH:7][C:6]=1[N+:25]([O-:27])=[O:26]. Procedure: A mixture of 2-[2-(4-acetamido-3-nitrophenyl)vinyl]-7-methoxy-3-methylimidazo[1,2-a]pyridine (8.2 g) in ethanol (80 ml) and 6N-hydrochloric acid (80 ml) was refluxed for 4 hours and the mixture was cooled to ambient temperature. The isolated precipitate was collected by filtration. To a precipitate was added water, and a mixture was adjusted to pH 8 with saturated aqueous potassium carbonate. The precipitate was collected by filtration and dried to give 2-[2-(4-amino-3-nitrophenyl)vinyl]-7-metho... Reactants: acid, Cl (hydrochloric acid), C([O-])([O-])=O.[Na+].[Na+] (sodium carbonate), product, C([O-])([O-])=O.[Na+].[Na+] (sodium carbonate), C(C)(=O)NC(C(=O)O)=CC1=CC(=C(C=C1)OC)OC (α-acetylamino-3,4-dimethoxycinnamic acid), aqueous solution. Run in CO (methanol), O (water), CO (methanol). Product: C(C)(=O)NC(C(=O)OC)=CC1=CC(=C(C=C1)OC)OC (Methyl α-Acetylamino-3,4-dimethoxycinnamate). Reaction SMILES: [C:1](=O)([O-])[O-].[Na+].[Na+].[C:7]([NH:10][C:11](=[CH:15][C:16]1[CH:21]=[CH:20][C:19]([O:22][CH3:23])=[C:18]([O:24][CH3:25])[CH:17]=1)[C:12]([OH:14])=[O:13])(=[O:9])[CH3:8].Cl>CO.O>[C:7]([NH:10][C:11](=[CH:15][C:16]1[CH:21]=[CH:20][C:19]([O:22][CH3:23])=[C:18]([O:24][CH3:25])[CH:17]=1)[C:12]([O:14][CH3:1])=[O:13])(=[O:9])[CH3:8] |f:0.1.2|. Reported procedure: This compound was prepared from the product of Example 2 by treatment with sodium carbonate in methanol by a modification of the procedure of Saxena et al (supra). Alternatively, it could be made by esterification of α-acetylamino-3,4-dimethoxycinnamic acid. Thus, 9.62 g of the acid was heated under reflux for 19 hours in 100 mL of methanol containing 1 mL of concentrated hydrochloric acid. After diluting with 500 mL of water, the solution was basified with a 10% aqueous solution of sodium carbo...